From a dataset of the Open Reaction Database (ORD), a public repository of structured organic reaction records. describe an organic reaction: reactants, conditions, products, and yield Reactants: 4-Methoxy-N-[1-(2′,4,4′-trifluoro-1,1′-biphenyl-2-yl)ethyl]benzamide—A, FC1=C(C=CC(=C1)F)C1=C(C=C(C=C1)F)C(C)N (1-(2′,4,4′-trifluoro-1,1′-biphenyl-2-yl)ethylamine), COC1=CC=C(C(=O)Cl)C=C1 (4-methoxybenzoyl chloride), C(C)(C)N(C(C)C)CC (N,N-diisopropylethylamine). Solvent: ClCCl (dichloromethane). The product is FC=1C=CC=2C3=CC=C(C=C3C(N(C2C1)C(=O)C1=CC=C(C=C1)O)C)F (4-[(3,8-difluoro-6-methylphenanthridin-5(6H)-yl)carbonyl]phenol). Isolated yield 89.4%. As a reaction SMILES: F[C:2]1[CH:7]=[C:6]([F:8])[CH:5]=[CH:4][C:3]=1[C:9]1[CH:14]=[CH:13][C:12]([F:15])=[CH:11][C:10]=1[CH:16]([NH2:18])[CH3:17].C[O:20][C:21]1[CH:29]=[CH:28][C:24]([C:25](Cl)=[O:26])=[CH:23][CH:22]=1.C(N(CC)C(C)C)(C)C>ClCCl>[F:8][C:6]1[CH:7]=[CH:2][C:3]2[C:9]3[C:10]([CH:16]([CH3:17])[N:18]([C:25]([C:24]4[CH:28]=[CH:29][C:21]([OH:20])=[CH:22][CH:23]=4)=[O:26])[C:4]=2[CH:5]=1)=[CH:11][C:12]([F:15])=[CH:13][CH:14]=3. Reported procedure: 4-Methoxy-N-[1-(2′,4,4′-trifluoro-1,1′-biphenyl-2-yl)ethyl]benzamide—A stirred solution of 1-(2′,4,4′-trifluoro-1,1′-biphenyl-2-yl)ethylamine (0.71 g, 2.84 mmol) in dichloromethane (5 mL) was treated with 4-methoxybenzoyl chloride (0.51 g, 3.0 mmol), and N,N-diisopropylethylamine (0.77 g, 6.0 mmol). The reaction was stirred at room temperature for twelve hours, and the solvent evaporated in vacuo to a crude oil. The crude oil was purified by preparative liquid chromatography on a Biotage® 40 Mi ... Reactants: C([O-])([O-])=O.[Cs+].[Cs+] (cesium carbonate), C1(=CC=CC=C1)P(C1=CC=CC=2C(C3=CC=CC(=C3OC12)P(C1=CC=CC=C1)C1=CC=CC=C1)(C)C)C1=CC=CC=C1 (4,5-bis(diphenylphosphino)-9,9-dimethylxanthene), C(C)(C)(C)OCC1C(C(C(N1)=O)(C)C)=O (5-(tert-butoxymethyl)-3,3-dimethylpyrrolidine-2,4-dione), BrC1=CC(=C(C#N)C=C1)Cl (4-bromo-2-chlorobenzonitrile). Reagents/catalysts: C=1C=CC(=CC1)/C=C/C(=O)/C=C/C2=CC=CC=C2.C=1C=CC(=CC1)/C=C/C(=O)/C=C/C2=CC=CC=C2.C=1C=CC(=CC1)/C=C/C(=O)/C=C/C2=CC=CC=C2.[Pd].[Pd] (tris(dibenzylideneacetone)dipalladium(0)). Yields the product C(C)(C)(C)OCC1C(C(C(N1C1=CC(=C(C#N)C=C1)Cl)=O)(C)C)=O (4-[5-(tert-butoxymethyl)-3,3-dimethyl-2,4-dioxopyrrolidin-1-yl]-2-chlorobenzonitrile), crystals. The yield is 81.0%. RXN SMILES: [C:1]([O:5][CH2:6][CH:7]1[NH:11][C:10](=[O:12])[C:9]([CH3:14])([CH3:13])[C:8]1=[O:15])([CH3:4])([CH3:3])[CH3:2].Br[C:17]1[CH:24]=[CH:23][C:20]([C:21]#[N:22])=[C:19]([Cl:25])[CH:18]=1.C(=O)([O-])[O-].[Cs+].[Cs+].C1(P(C2C=CC=CC=2)C2C3OC4C(=CC=CC=4P(C4C=CC=CC=4)C4C=CC=CC=4)C(C)(C)C=3C=CC=2)C=CC=CC=1>C1C=CC(/C=C/C(/C=C/C2C=CC=CC=2)=O)=CC=1.C1C=CC(/C=C/C(/C=C/C2C=CC=CC=2)=O)=CC=1.C1C=CC(/C=C/C(/C=C/C2C=CC=CC=2)=O)=CC=1.[Pd].[Pd]>[C:1]([O:5][CH2:6][CH:7]1[N:11]([C:17]2[CH:24]=[CH:23][C:20]([C:21]#[N:22])=[C:19]([Cl:25])[CH:18]=2)[C:10](=[O:12])[C:9]([CH3:14])([CH3:13])[C:8]1=[O:15])([CH3:4])([CH3:2])[CH3:3] |f:2.3.4,6.7.8.9.10|. Procedure details: Using 5-(tert-butoxymethyl)-3,3-dimethylpyrrolidine-2,4-dione (1.20 g), 4-bromo-2-chlorobenzonitrile (1.46 g), cesium carbonate (2.75 g), tris(dibenzylideneacetone)dipalladium(0) (258 mg) and 4,5-bis(diphenylphosphino)-9,9-dimethylxanthene (488 mg), and in the same manner as in Reference Example 3, the title compound was obtained as colorless crystals (yield: 1.59 g, 81%). The reactants are [Br-], COc1ccc(-n2cc(C=O)c(CN3CCOCC3)n2)cc1, [Mg+]C1CCCCC1, C1CCOC1. The product is COc1ccc(-n2cc(C(O)C3CCCCC3)c(CN3CCOCC3)n2)cc1. Reaction SMILES: [Br-:23].[CH3:1][O:2][c:3]1[cH:4][cH:5][c:6](-[n:9]2[n:10][c:11]([CH2:16][N:17]3[CH2:18][CH2:19][O:20][CH2:21][CH2:22]3)[c:12]([CH:14]=[O:15])[cH:13]2)[cH:7][cH:8]1.[CH:24]1([Mg+:30])[CH2:25][CH2:26][CH2:27][CH2:28][CH2:29]1.[O:31]1[CH2:32][CH2:33][CH2:34][CH2:35]1>>[CH3:1][O:2][c:3]1[cH:4][cH:5][c:6](-[n:9]2[n:10][c:11]([CH2:16][N:17]3[CH2:18][CH2:19][O:20][CH2:21][CH2:22]3)[c:12]([CH:14]([OH:15])[CH:24]3[CH2:25][CH2:26][CH2:27][CH2:28][CH2:29]3)[cH:13]2)[cH:7][cH:8]1.